This data is from the Open Reaction Database (ORD), a public repository of structured organic reaction records. The task is: describe an organic reaction: reactants, conditions, products, and yield Starting materials: liquid, OS(=O)(=O)O (H2SO4), stainless steel, FC1=CC=C(C=C1)C(=C(C(=O)OCC)C1=NN=NN1)C1=CC=C(C=C1)F (ethyl 3,3-bis-(4-fluorophenyl)-2-(1H-tetrazol-5-yl)-2-propenoate), CC(C)=C (isobutylene), C(=O)(O)[O-].[Na+] (NaHCO3). Run in C(C)OCC (diethyl ether). Reaction conditions: temperature -50 celsius. The product is FC1=CC=C(C=C1)C(=C(C(=O)OCC)C=1N=NN(N1)C(C)(C)C)C1=CC=C(C=C1)F (Ethyl 3,3-bis(4-fluorophenyl)-2-[2-(1,1-dimethyl-ethyl)-2H-tetrazol-5-yl]-2-propenoate). Yield: 67.8%. Reaction SMILES: [F:1][C:2]1[CH:7]=[CH:6][C:5]([C:8]([C:20]2[CH:25]=[CH:24][C:23]([F:26])=[CH:22][CH:21]=2)=[C:9]([C:15]2[NH:19][N:18]=[N:17][N:16]=2)[C:10]([O:12][CH2:13][CH3:14])=[O:11])=[CH:4][CH:3]=1.[CH3:27][C:28](=[CH2:30])[CH3:29].OS(O)(=O)=O.C([O-])(O)=O.[Na+]>C(OCC)C>[F:1][C:2]1[CH:3]=[CH:4][C:5]([C:8]([C:20]2[CH:21]=[CH:22][C:23]([F:26])=[CH:24][CH:25]=2)=[C:9]([C:15]2[N:16]=[N:17][N:18]([C:28]([CH3:30])([CH3:29])[CH3:27])[N:19]=2)[C:10]([O:12][CH2:13][CH3:14])=[O:11])=[CH:6][CH:7]=1 |f:3.4|. Procedure details: To a stired suspension of 10 mg of 10 g of ethyl 3,3-bis-(4-fluorophenyl)-2-(1H-tetrazol-5-yl)-2-propenoate in 250 mL dry diethyl ether cooled at -50° C. was slowly added 60 mL of liquid isobutylene (previously condensed from gaseous material in a dry ice-alcohol bath). With continued stirring and cooling, 50 mL of concentrated H2SO4 was added slowly and carefully. The mixture was then sealed in a stainless steel Parr container and stirred at -30° C. for 40 hours. After releasing the pressure, t... Reactants: CC(Oc1cc(-n2cnc3cnc(COS(C)(=O)=O)cc32)sc1C(N)=O)c1ccccc1C(F)(F)F, ClCCl, CC(c1ccccc1)N1CCNCC1. Product: CC(Oc1cc(-n2cnc3cnc(CN4CCN(C(C)c5ccccc5)CC4)cc32)sc1C(N)=O)c1ccccc1C(F)(F)F. Reaction SMILES: [CH3:1][S:2]([O:3][CH2:6][c:7]1[cH:8][c:9]2[c:10]([cH:11][n:12]1)[n:13][cH:14][n:15]2-[c:16]1[s:17][c:18]([C:34]([NH2:35])=[O:36])[c:19]([O:21][CH:22]([CH3:23])[c:24]2[c:25]([C:30]([F:31])([F:32])[F:33])[cH:26][cH:27][cH:28][cH:29]2)[cH:20]1)(=[O:4])=[O:5].[Cl:51][CH2:52][Cl:53].[c:37]1([CH:43]([CH3:44])[N:45]2[CH2:46][CH2:47][NH:48][CH2:49][CH2:50]2)[cH:38][cH:39][cH:40][cH:41][cH:42]1>>[CH2:6]([c:7]1[cH:8][c:9]2[c:10]([cH:11][n:12]1)[n:13][cH:14][n:15]2-[c:16]1[s:17][c:18]([C:34]([NH2:35])=[O:36])[c:19]([O:21][CH:22]([CH3:23])[c:24]2[c:25]([C:30]([F:31])([F:32])[F:33])[cH:26][cH:27][cH:28][cH:29]2)[cH:20]1)[N:48]1[CH2:47][CH2:46][N:45]([CH:43]([c:37]2[cH:38][cH:39][cH:40][cH:41][cH:42]2)[CH3:44])[CH2:50][CH2:49]1. Starting materials: C(=O)(OC)C1=C(C(=O)O)C=C(C(=C1)Cl)Cl (2-carbomethoxy 4,5-dichlorobenzoic acid), B.CSC (borane methyl sulfide). The solvent is C1CCOC1 (THF). Yields the product COC(C1=C(C=C(C(=C1)Cl)Cl)CO)=O (Methyl-4,5-dichloro-2-(hydroxymethyl)benzoate). Isolated yield 16.8%. Reaction SMILES: [C:1]([C:5]1[CH:13]=[C:12]([Cl:14])[C:11]([Cl:15])=[CH:10][C:6]=1[C:7](O)=[O:8])([O:3][CH3:4])=[O:2].B.CSC>C1COCC1>[CH3:4][O:3][C:1](=[O:2])[C:5]1[CH:13]=[C:12]([Cl:14])[C:11]([Cl:15])=[CH:10][C:6]=1[CH2:7][OH:8] |f:1.2|. Procedure details: To a solution of the product of Step A (1.06 g, 4.28 mmol) in 5 mL of THF at 0° C. was added borane-methyl sulfide (6.42 mL of 2M solution in THF, 12.84 mmol, 3.0 eq). The reaction was allowed to warm to room temperature. After 16 hours the reaction was cooled to 0° C. and quenched with methanol. The volatiles were removed in vacuo and the oil flash chromatographed with 2:1 hexane/ethyl acetate to yield the titled compound (169 mg, 17%). Approximately 80% of the starting material was also recove... Starting materials: C, COC(=O)c1ccc(-c2ccco2)cc1NC(=O)c1cc(N2CCCCC2)ccc1OCc1ccccc1, CC(=O)O, O=C[O-], [Na+], C1COCCO1, O, [Pd]. Yields the product COC(=O)c1ccc(-c2ccco2)cc1NC(=O)c1cc(N2CCCCC2)ccc1O. As a reaction SMILES: [C:48].[CH2:10]([c:11]1[cH:12][cH:13][cH:14][cH:15][cH:16]1)[O:17][c:18]1[c:19]([C:20](=[O:21])[NH:22][c:23]2[c:24]([C:25](=[O:26])[O:27][CH3:28])[cH:29][cH:30][c:31](-[c:33]3[o:34][cH:35][cH:36][cH:37]3)[cH:32]2)[cH:38][c:39]([N:42]2[CH2:43][CH2:44][CH2:45][CH2:46][CH2:47]2)[cH:40][cH:41]1.[CH3:6][C:7](=[O:8])[OH:9].[CH:2]([O-:3])=[O:4].[Na+:5].[O:50]1[CH2:51][CH2:52][O:53][CH2:54][CH2:55]1.[OH2:1].[Pd:49]>>[OH:17][c:18]1[c:19]([C:20](=[O:21])[NH:22][c:23]2[c:24]([C:25](=[O:26])[O:27][CH3:28])[cH:29][cH:30][c:31](-[c:33]3[o:34][cH:35][cH:36][cH:37]3)[cH:32]2)[cH:38][c:39]([N:42]2[CH2:43][CH2:44][CH2:45][CH2:46][CH2:47]2)[cH:40][cH:41]1. Reported procedure: A suspension of 3-[3-fluoro-4-(2-methoxy-ethoxy)-phenyl]-1-trityl-5-nitro-1H-indazole 4 (2.8 g, 4.88 mmol) and catalytic amount of Pd on carbon (5 wt %, 0.5 g) in 120 mL of methanol/toluene (1:1) was stirred under a hydrogen atmosphere for 6 h and filtered through Celite. The filtrate was concentrated to provide 3-[3-fluoro-4-(2-methoxy-ethoxy)-phenyl]-1-trityl-1H-indazol-5-ylamine 5 (2.6 g) as an off-white solid. RXN SMILES: [F:1][C:2]1[CH:3]=[C:4]([C:13]2[C:21]3[C:16](=[CH:17][CH:18]=[C:19]([N+:22]([O-])=O)[CH:20]=3)[N:15]([C:25]([C:38]3[CH:43]=[CH:42][CH:41]=[CH:40][CH:39]=3)([C:32]3[CH:37]=[CH:36][CH:35]=[CH:34][CH:33]=3)[C:26]3[CH:31]=[CH:30][CH:29]=[CH:28][CH:27]=3)[N:14]=2)[CH:5]=[CH:6][C:7]=1[O:8][CH2:9][CH2:10][O:11][CH3:12]>CO.C1(C)C=CC=CC=1.[Pd]>[F:1][C:2]1[CH:3]=[C:4]([C:13]2[C:21]3[C:16](=[CH:17][CH:18]=[C:19]([NH2:22])[CH:20]=3)[N:15]([C:25]([C:26]3[CH:27]=[CH:28][CH:29]=[CH:30][CH:31]=3)([C:38]3[CH:39]=[CH:40][CH:41]=[CH:42][CH:43]=3)[C:32]3[CH:37]=[CH:36][CH:35]=[CH:34][CH:33]=3)[N:14]=2)[CH:5]=[CH:6][C:7]=1[O:8][CH2:9][CH2:10][O:11][CH3:12] |f:1.2|. The reagents and catalysts are [Pd] (Pd on carbon). Starting materials: FC=1C=C(C=CC1OCCOC)C1=NN(C2=CC=C(C=C12)[N+](=O)[O-])C(C1=CC=CC=C1)(C1=CC=CC=C1)C1=CC=CC=C1 (3-[3-fluoro-4-(2-methoxy-ethoxy)-phenyl]-1-trityl-5-nitro-1H-indazole). Run at time 6 hour. Yields the product FC=1C=C(C=CC1OCCOC)C1=NN(C2=CC=C(C=C12)N)C(C1=CC=CC=C1)(C1=CC=CC=C1)C1=CC=CC=C1 (3-[3-fluoro-4-(2-methoxy-ethoxy)-phenyl]-1-trityl-1H-indazol-5-ylamine). Yield: 98.0%. The solvent is CO.C1(=CC=CC=C1)C (methanol toluene). The reactants are CCCN1CCN(c2ccc(N)c(OC)c2)CC1, C[O-], CO, CCCCCC, CCOc1ccc(-c2nc3ccccn3c2-c2ccnc(Cl)n2)cc1C(=O)Nc1c(F)cccc1F, ClCCl, Cl, [Na+], C1COCCO1, OCC(F)(F)F. Yields the product CCCN1CCN(c2ccc(Nc3nccc(-c4c(-c5ccc(OCC)c(C(=O)Nc6c(F)cccc6F)c5)nc5ccccn45)n3)c(OC)c2)CC1. As a reaction SMILES: [CH3:37][O:38][c:39]1[c:40]([NH2:54])[cH:41][cH:42][c:43]([N:45]2[CH2:46][CH2:47][N:48]([CH2:51][CH2:52][CH3:53])[CH2:49][CH2:50]2)[cH:44]1.[CH3:62][O-:63].[CH3:71][OH:72].[CH3:76][CH2:77][CH2:78][CH2:79][CH2:80][CH3:81].[Cl:1][c:2]1[n:3][cH:4][cH:5][c:6](-[c:8]2[c:9](-[c:17]3[cH:18][cH:19][c:20]([O:34][CH2:35][CH3:36])[c:21]([C:22](=[O:23])[NH:24][c:25]4[c:26]([F:32])[cH:27][cH:28][cH:29][c:30]4[F:31])[cH:33]3)[n:10][c:11]3[n:12]2[cH:13][cH:14][cH:15][cH:16]3)[n:7]1.[Cl:73][CH2:74][Cl:75].[ClH:55].[Na+:64].[O:56]1[CH2:57][CH2:58][O:59][CH2:60][CH2:61]1.[OH:65][CH2:66][C:67]([F:68])([F:69])[F:70]>>[c:2]1([NH:54][c:40]2[c:39]([O:38][CH3:37])[cH:44][c:43]([N:45]3[CH2:46][CH2:47][N:48]([CH2:51][CH2:52][CH3:53])[CH2:49][CH2:50]3)[cH:42][cH:41]2)[n:3][cH:4][cH:5][c:6](-[c:8]2[c:9](-[c:17]3[cH:18][cH:19][c:20]([O:34][CH2:35][CH3:36])[c:21]([C:22](=[O:23])[NH:24][c:25]4[c:26]([F:32])[cH:27][cH:28][cH:29][c:30]4[F:31])[cH:33]3)[n:10][c:11]3[n:12]2[cH:13][cH:14][cH:15][cH:16]3)[n:7]1.